From a dataset of the Open Reaction Database (ORD), a public repository of structured organic reaction records. describe an organic reaction: reactants, conditions, products, and yield Reactants: [N+](=O)([O-])[O-].[Ag+] (silver nitrate), N (ammonia), N1N=NC2=C1C=CC=C2 (benzotriazole). Product: N1N=NC2=C1C=CC=C2.[Ag] (Silver benzotriazole). RXN SMILES: [N+]([O-])([O-])=O.[Ag+:5].N.[NH:7]1[C:11]2[CH:12]=[CH:13][CH:14]=[CH:15][C:10]=2[N:9]=[N:8]1>>[NH:7]1[C:11]2[CH:12]=[CH:13][CH:14]=[CH:15][C:10]=2[N:9]=[N:8]1.[Ag:5] |f:0.1,4.5|. Reported procedure: Prepared by mixing simultaneously an ammoniacal silver nitrate aqueous solution and bendotriazole (containing 0.2 mol % of aqueous ammonia per mol benzotriazole) into a 10%-aqueous solution of phenylcarbamoyl gelatin of 50° C. After completing the addition, the pH was reduced and then flocculation and desalting were carried out to obtain needle crystals (width: 0.1 to 0.2 μm, length: 0.5 to 2 μm). ##STR9## Reactants: N#Cc1cncc(-c2cccc(Br)c2)c1Cl, Nc1cccc2[nH]ccc12. Yields the product N#Cc1cncc(-c2cccc(Br)c2)c1Nc1cccc2[nH]ccc12. RXN SMILES: [Br:1][c:2]1[cH:3][c:4](-[c:8]2[cH:9][n:10][cH:11][c:12]([C:13]#[N:14])[c:15]2[Cl:16])[cH:5][cH:6][cH:7]1.[NH2:17][c:18]1[c:19]2[cH:20][cH:21][nH:22][c:23]2[cH:24][cH:25][cH:26]1>>[Br:1][c:2]1[cH:3][c:4](-[c:8]2[cH:9][n:10][cH:11][c:12]([C:13]#[N:14])[c:15]2[NH:17][c:18]2[c:19]3[cH:20][cH:21][nH:22][c:23]3[cH:24][cH:25][cH:26]2)[cH:5][cH:6][cH:7]1. The reactants are C(C)(=O)OCC (ethyl acetate), CS(=O)(=O)C1=CC=C(C=N1)OC=1C=C2C=C(NC2=C(C1)OC1CCOCC1)C(N)=S (5-{[6-(methylsulfonyl)pyridin-3-yl]oxy}-7-(tetrahydro-2H-pyran-4-yloxy)-1H-indole-2-carbothioamide), C(C#CC)(=O)OCC (ethyl 2-butynoate), C(CCC)P(CCCC)CCCC (tri-n-butylphosphine). Reported procedure: To a solution of 5-{[6-(methylsulfonyl)pyridin-3-yl]oxy}-7-(tetrahydro-2H-pyran-4-yloxy)-1H-indole-2-carbothioamide (1.4 g) in tetrahydrofuran (10 mL) and toluene (15 mL) were added ethyl 2-butynoate (0.88 g) and tri-n-butylphosphine (0.63 g), and the mixture was stirred at 90° C. for 1 hr. The reaction mixture was cooled, and concentrated under reduced pressure. The obtained crude product was subjected to silica gel column chromatography (ethyl acetate:hexane=0:100 to 100:0, volume ratio) to gi... Yield: 60.0%. Reaction conditions: temperature 90 celsius, time 1 hour. Solvent: CCCCCC (hexane), O1CCCC1 (tetrahydrofuran), C1(=CC=CC=C1)C (toluene). Yields the product C(C)OC(CC1CN=C(S1)C=1NC2=C(C=C(C=C2C1)OC=1C=NC(=CC1)S(=O)(=O)C)OC1CCOCC1)=O (Ethyl{2-[5-{[6-(methylsulfonyl)pyridin-3-yl]oxy}-7-(tetrahydro-2H-pyran-4-yloxy)-1H-indol-2-yl]-4,5-dihydro-1,3-thiazol-5-yl}acetate). Reaction SMILES: [CH3:1][S:2]([C:5]1[N:10]=[CH:9][C:8]([O:11][C:12]2[CH:13]=[C:14]3[C:18](=[C:19]([O:21][CH:22]4[CH2:27][CH2:26][O:25][CH2:24][CH2:23]4)[CH:20]=2)[NH:17][C:16]([C:28](=[S:30])[NH2:29])=[CH:15]3)=[CH:7][CH:6]=1)(=[O:4])=[O:3].[C:31]([O:36][CH2:37][CH3:38])(=[O:35])[C:32]#[C:33][CH3:34].C(P(CCCC)CCCC)CCC.C(OCC)(=O)C>O1CCCC1.C1(C)C=CC=CC=1.CCCCCC>[CH2:37]([O:36][C:31](=[O:35])[CH2:32][CH:33]1[S:30][C:28]([C:16]2[NH:17][C:18]3[C:14]([CH:15]=2)=[CH:13][C:12]([O:11][C:8]2[CH:9]=[N:10][C:5]([S:2]([CH3:1])(=[O:4])=[O:3])=[CH:6][CH:7]=2)=[CH:20][C:19]=3[O:21][CH:22]2[CH2:23][CH2:24][O:25][CH2:26][CH2:27]2)=[N:29][CH2:34]1)[CH3:38]. The reactants are [BH4-].[Na+] (NaBH4), N1=C(C=CC2=CC=CC=C12)COC1=CC=C(C=C1)C(=O)C1=CC=C(C=C1)OCC1=NC2=CC=CC=C2C=C1 (4(2-quinolylmethoxy)phenyl ketone). The solvent is C1CCOC1.CO (THF CH3OH). Yields the product N1=C(C=CC2=CC=CC=C12)COC1=CC=C(C=C1)C(O)C1=CC=C(C=C1)OCC1=NC2=CC=CC=C2C=C1 (bis(4-(2-quinolylmethoxy)phenyl)methanol). Yield: 88.3%. Reaction SMILES: [N:1]1[C:10]2[C:5](=[CH:6][CH:7]=[CH:8][CH:9]=2)[CH:4]=[CH:3][C:2]=1[CH2:11][O:12][C:13]1[CH:18]=[CH:17][C:16]([C:19]([C:21]2[CH:26]=[CH:25][C:24]([O:27][CH2:28][C:29]3[CH:38]=[CH:37][C:36]4[C:31](=[CH:32][CH:33]=[CH:34][CH:35]=4)[N:30]=3)=[CH:23][CH:22]=2)=[O:20])=[CH:15][CH:14]=1.[BH4-].[Na+]>C1COCC1.CO>[N:1]1[C:10]2[C:5](=[CH:6][CH:7]=[CH:8][CH:9]=2)[CH:4]=[CH:3][C:2]=1[CH2:11][O:12][C:13]1[CH:18]=[CH:17][C:16]([CH:19]([C:21]2[CH:26]=[CH:25][C:24]([O:27][CH2:28][C:29]3[CH:38]=[CH:37][C:36]4[C:31](=[CH:32][CH:33]=[CH:34][CH:35]=4)[N:30]=3)=[CH:23][CH:22]=2)[OH:20])=[CH:15][CH:14]=1 |f:1.2,3.4|. Reported procedure: To a solution of bis(4(2-quinolylmethoxy)phenyl ketone (1.25 g, 2.5 mmol), prepared as in step 1, in THF/CH3OH (1:1, 60 mL) at room temperature was added NaBH4 (0.37 g, 10 mmol) and the mixture was refluxed for 3 hours, concentrated in vacuo, suspended in water and neutralized with citric acid. The resulting precipitate was collected by filtration, washed with 20% Et2O/hexane and dried in vacuo to afford bis(4-(2-quinolylmethoxy)phenyl)methanol (1.1 g, 88%) as white solid. Reactants: CC12C(NCCO1)CC=1C3=C2C=CC=C3NC1 (4,6,6a,8,9,10a-hexahydro-10a-methylindolo[3,4-gh][1.4]benzoxazine), C([O-])([O-])=O.[K+].[K+] (potassium carbonate), [I-].[Na+] (sodium iodide), CN(C)C=O (DMF), ice water ethyl acetate. Conditions: temperature 60 celsius. Product: CC12C(N(CCO1)CCCCN1C(C=3C(C1=O)=CC=CC3)=O)CC=3C1=C2C=CC=C1NC3 (4,6,6a,8,9,10a-Hexahydro-10a-methyl-7-(4-phthalimidobutyl)-7H-indolo[3,4-gh][1.4]benzoxazine). The yield is 69.0%. As a reaction SMILES: [CH3:1][C:2]12[C:11]3[CH:12]=[CH:13][CH:14]=[C:15]4[NH:16][CH:17]=[C:9]([C:10]=34)[CH2:8][CH:3]1[NH:4][CH2:5][CH2:6][O:7]2.[C:18](=[O:21])([O-])[O-].[K+].[K+].[I-].[Na+].[CH3:26][N:27]([CH:29]=[O:30])C>>[CH3:1][C:2]12[C:11]3[CH:12]=[CH:13][CH:14]=[C:15]4[NH:16][CH:17]=[C:9]([C:10]=34)[CH2:8][CH:3]1[N:4]([CH2:12][CH2:13][CH2:14][CH2:26][N:27]1[C:29](=[O:30])[C:3]3=[CH:8][CH:9]=[CH:10][CH:11]=[C:2]3[C:18]1=[O:21])[CH2:5][CH2:6][O:7]2 |f:1.2.3,4.5|. Procedure: To a solution of 4,6,6a,8,9,10a-hexahydro-10a-methylindolo[3,4-gh][1.4]benzoxazine (100 mg, 0.44 mmol) in DMF (5 ml) were added potassium carbonate (303 mg, 2.2 mmol), N-(4=bromobutyl)phthalimido (124 mg, 0.44 mmol) and sodium iodide (0.66 mg, 0.44 mmol). The mixture was heated at 60° C. for 24 hours. After completion of the reaction, the reaction mixture was added to ice water-ethyl acetate. The organic layer was separated, washed with a saturated aqueous saline solution and dried over anhydrou... The solvent is O (water). Reaction SMILES: C(O)(C)C.C([NH:13][C:14]([NH:16][CH2:17][CH2:18][S:19][CH2:20][C:21]1[N:22]=[CH:23][NH:24][CH:25]=1)=[S:15])(=O)C1C=CC=CC=1.C(=O)([O-])[O-].[K+].[K+]>O>[NH:24]1[CH:25]=[C:21]([CH2:20][S:19][CH2:18][CH2:17][NH:16][C:14]([NH2:13])=[S:15])[N:22]=[CH:23]1 |f:2.3.4|. Isolated yield 61.7%. Procedure details: A solution of 4(5)-[(2-aminoethyl)thiomethyl]imidazole (6.0 g.) and benzoyl isothiocyanate (6.0 g.) in chloroform (150 ml.) was heated under reflux for one hour. Concentration followed by recrystallisation from ethyl acetate-isopropyl acetate afforded N-benzoyl-N'-[2-(4-imidazolylmethylthio)-ethyl]thiourea (7.5 g.). An analytically pure sample (from aqueous isopropyl alcohol) had m.p. 126°-128°. (ii) The benzoyl thiourea (6.0 g.) was added to a solution of potassium carbonate (1.4 g.) in water (... Starting materials: C(C)(C)O (isopropyl alcohol), ( ii ), C(C1=CC=CC=C1)(=O)NC(=S)NCCSCC=1N=CNC1 (N-benzoyl-N'-[2-(4-imidazolylmethylthio)-ethyl]thiourea), C([O-])([O-])=O.[K+].[K+] (potassium carbonate). Yields the product N1C=NC(=C1)CSCCNC(=S)N (N-[2-(4-imidazolylmethylthio)ethyl]thiourea). Starting materials: COC(=O)c1cnc(N2CCc3[nH]c4ccc(-c5cccc(CN6CCNCC6)c5)cc4c3C2)nc1, CS(=O)(=O)Cl, CN(C)c1ccncc1, ClCCl, O. Product: COC(=O)c1cnc(N2CCc3[nH]c4ccc(-c5cccc(CN6CCN(S(C)(=O)=O)CC6)c5)cc4c3C2)nc1. Reaction SMILES: [CH3:1][O:2][C:3](=[O:4])[c:5]1[cH:6][n:7][c:8]([N:11]2[CH2:12][c:13]3[c:14]([nH:15][c:16]4[cH:17][cH:18][c:19](-[c:22]5[cH:23][c:24]([CH2:28][N:29]6[CH2:30][CH2:31][NH:32][CH2:33][CH2:34]6)[cH:25][cH:26][cH:27]5)[cH:20][c:21]34)[CH2:35][CH2:36]2)[n:9][cH:10]1.[CH3:37][S:38]([Cl:39])(=[O:40])=[O:41].[CH3:45][N:46]([CH3:47])[c:48]1[cH:49][cH:50][n:51][cH:52][cH:53]1.[Cl:42][CH2:43][Cl:44].[OH2:54]>>[CH3:1][O:2][C:3](=[O:4])[c:5]1[cH:6][n:7][c:8]([N:11]2[CH2:12][c:13]3[c:14]([nH:15][c:16]4[cH:17][cH:18][c:19](-[c:22]5[cH:23][c:24]([CH2:28][N:29]6[CH2:30][CH2:31][N:32]([S:38]([CH3:37])(=[O:40])=[O:41])[CH2:33][CH2:34]6)[cH:25][cH:26][cH:27]5)[cH:20][c:21]34)[CH2:35][CH2:36]2)[n:9][cH:10]1. The reactants are ClC1=NC(=NC2=C(C=CC=C12)O)C (4-Chloro-8-hydroxy-2-methyl-quinazoline), I (hydriodic acid). Product: OC=1C=CC=C2C=NC(=NC12)C (8-Hydroxy-2-methyl-quinazoline). As a reaction SMILES: Cl[C:2]1[C:11]2[C:6](=[C:7]([OH:12])[CH:8]=[CH:9][CH:10]=2)[N:5]=[C:4]([CH3:13])[N:3]=1.I>>[OH:12][C:7]1[CH:8]=[CH:9][CH:10]=[C:11]2[C:6]=1[N:5]=[C:4]([CH3:13])[N:3]=[CH:2]2. Procedure: 4-Chloro-8-hydroxy-2-methyl-quinazoline (0.01 mol) was treated with hydriodic acid (100 mL; freshly distilled from red phosphorus) according to the method described6 in the literature. This provided 8-hydroxy-2-methyl-quinazoline (A3) as a solid. The reactants are solution, C[Si](C)(C)[N-][Si](C)(C)C.[Li+] (lithium bis(trimethylsilyl)amide), C(C1=CC=CC=C1)OC1=CC=C(CI)C=C1 (4-benzyloxybenzyl iodide), C(=O)(OC(C)(C)C)N[C@@H](CC1CCCCC1)[C@@H]1CCC(O1)=O (5(S)-[1(S)-(Boc-amino)-2-cyclohexylethyl]-dihydrofuran-2-one), C(CC)(=O)O (propionic acid). Solvent: C1CCOC1 (THF), CCCCCC.C(C)(=O)OCC (hexane ethyl acetate), C1CCOC1 (THF), C1CCOC1 (THF), O (water). Product: C(C1=CC=CC=C1)OC1=CC=C(C=C1)C[C@H]1C(O[C@@H](C1)[C@H](CC1CCCCC1)NC(=O)OC(C)(C)C)=O (3(R)-[(4-Benzyloxyphenyl)methyl]-5(S)-[1(S)-(Boc-amino)-2-cyclohexylethyl]dihydrofuran-2-one). Reaction SMILES: [C:1]([NH:8][C@H:9]([C@H:17]1[O:21][C:20](=[O:22])[CH2:19][CH2:18]1)[CH2:10][CH:11]1[CH2:16][CH2:15][CH2:14][CH2:13][CH2:12]1)([O:3][C:4]([CH3:7])([CH3:6])[CH3:5])=[O:2].C[Si]([N-][Si](C)(C)C)(C)C.[Li+].[CH2:33]([O:40][C:41]1[CH:48]=[CH:47][C:44]([CH2:45]I)=[CH:43][CH:42]=1)[C:34]1[CH:39]=[CH:38][CH:37]=[CH:36][CH:35]=1.C(O)(=O)CC>C1COCC1.CCCCCC.C(OCC)(=O)C.O>[CH2:33]([O:40][C:41]1[CH:42]=[CH:43][C:44]([CH2:45][C@@H:19]2[CH2:18][C@@H:17]([C@@H:9]([NH:8][C:1]([O:3][C:4]([CH3:6])([CH3:7])[CH3:5])=[O:2])[CH2:10][CH:11]3[CH2:12][CH2:13][CH2:14][CH2:15][CH2:16]3)[O:21][C:20]2=[O:22])=[CH:47][CH:48]=1)[C:34]1[CH:35]=[CH:36][CH:37]=[CH:38][CH:39]=1 |f:1.2,6.7|. Procedure details: In analogy with Example 5d), 5.2 g (16.7 mmol) of 5(S)-[1(S)-(Boc-amino)-2-cyclohexylethyl]-dihydrofuran-2-one [(preparation, see Example 12a)], dissolved in 50 ml of THF, are deprotonated, at -70° C., with 33.4 ml of a 1M solution of lithium bis(trimethylsilyl)amide in THF, and alkylated, at -75° C. for 1 h, with 5.2 g (16.07 mmol) of 4-benzyloxybenzyl iodide [preparation, see Example 1d)] in 15 ml of THF. Treating, at -75° C., with 6.2 ml (83.02 mmol) of propionic acid and water, and further w... As a reaction SMILES: [Li+].CC([N-]C(C)C)C.[CH3:9][O:10][C:11](=[O:22])[CH2:12][N:13]([C:15]([O:17][C:18]([CH3:21])([CH3:20])[CH3:19])=[O:16])[CH3:14].Br[CH2:24][CH:25]=[C:26]([CH3:28])[CH3:27]>C1COCC1>[CH3:9][O:10][C:11](=[O:22])[CH:12]([CH2:24][CH:25]=[C:26]([CH3:28])[CH3:27])[N:13]([C:15]([O:17][C:18]([CH3:19])([CH3:21])[CH3:20])=[O:16])[CH3:14] |f:0.1|. Run at time 30 minute. Run in C1CCOC1 (THF). The yield is 63.7%. Product: COC(C(N(C)C(=O)OC(C)(C)C)CC=C(C)C)=O (N-t-butoxycarbonyl-2-(3-methyl-2-butenyl)-sarcosine methyl ester). Procedure: A 2 M solution of LDA (70.32 ml, 0.14 mol) was added (via syringe) to a solution of N-t-butoxycarbonyl-sarcosine methyl ester (26 g, 0.1279 mol) in 40 ml of dry THF at -78° C. under nitrogen and the mixture was stirred at this temperature for 30 minutes. To the above mixture was added 4-bromo-2-methyl-2-butene (20 g, 0.134 mol) with stirring continuing at -78° C., and the resulting mixture was allowed to warm to room temperature. The reaction mixture was quenched with 6 ml of saturated ammonium ... Starting materials: BrCC=C(C)C (4-bromo-2-methyl-2-butene), solution, [Li+].CC(C)[N-]C(C)C (LDA), COC(CN(C)C(=O)OC(C)(C)C)=O (N-t-butoxycarbonyl-sarcosine methyl ester).